This data is from the Open Reaction Database (ORD), a public repository of structured organic reaction records. The task is: describe an organic reaction: reactants, conditions, products, and yield RXN SMILES: [NH:1]1[CH2:6][CH2:5][CH2:4][CH:3]([CH:7]([NH:9][C:10]2[N:15]=[C:14]([N:16]3[C:20]4[CH:21]=[CH:22][CH:23]=[CH:24][C:19]=4[N:18]=[CH:17]3)[CH:13]=[CH:12][N:11]=2)[CH3:8])[CH2:2]1.[CH:25](=O)[C:26]1[CH:31]=[CH:30][CH:29]=[CH:28][CH:27]=1.C(O[BH-](OC(=O)C)OC(=O)C)(=O)C.[Na+]>ClCCCl>[CH2:25]([N:1]1[CH2:6][CH2:5][CH2:4][CH:3]([CH:7]([NH:9][C:10]2[N:15]=[C:14]([N:16]3[C:20]4[CH:21]=[CH:22][CH:23]=[CH:24][C:19]=4[N:18]=[CH:17]3)[CH:13]=[CH:12][N:11]=2)[CH3:8])[CH2:2]1)[C:26]1[CH:31]=[CH:30][CH:29]=[CH:28][CH:27]=1 |f:2.3|. Run in ClCCCl (1,2-dichloroethane). Yields the product C(C1=CC=CC=C1)N1CC(CCC1)C(C)NC1=NC=CC(=N1)N1C=NC2=C1C=CC=C2 (2-[1-(1-Benzylpiperidin-3-yl)-ethylamino]-4-[benzimidazol-1-yl]pyrimidine). Reactants: N1CC(CCC1)C(C)NC1=NC=CC(=N1)N1C=NC2=C1C=CC=C2 (2-[1-(Piperidin-3-yl)-ethylamino]-4-[benzimidazol-1-yl]pyrimidine), C(C1=CC=CC=C1)=O (benzaldehyde), C(C)(=O)O[BH-](OC(C)=O)OC(C)=O.[Na+] (sodium triacetoxyborohydride). Isolated yield 70.0%. Conditions: time 10 minute. Procedure details: To a solution of 2-[1-(piperidin-3-yl)-ethylamino]-4-[benzimidazol-1-yl]pyrimidine (EXAMPLE 18) (19.9 mg, 0.062 mmol) in 1,2-dichloroethane (0.5 mL) was added benzaldehyde (6.3 μL, 0.062 mmol) and stirred for 10 min at room temperature. This was followed by the addition of sodium triacetoxyborohydride (18.4 mg, 0.087 mmol) and the reaction mixture was stirred for 3 h. The reaction mixture was quenched with saturated aqueous NaHCO3 and was extracted with EtOAc (3×5 mL). The combined extracts were... The reactants are ClC=1N=C(C2=C(N1)C=C(S2)CN2CCN(CC2)S(=O)(=O)C)N2CCOCC2 (2-chloro-6-(4-methanesulfonyl-piperazin-1-ylmethyl)-4-morpholin-4-yl-thieno[3,2-d]pyrimidine), C(CCC)[Sn](C1=CN=CS1)(CCCC)CCCC (5-tributylstannanyl-thiazole). The reagents and catalysts are C=1C=CC(=CC1)[P](C=2C=CC=CC2)(C=3C=CC=CC3)[Pd]([P](C=4C=CC=CC4)(C=5C=CC=CC5)C=6C=CC=CC6)([P](C=7C=CC=CC7)(C=8C=CC=CC8)C=9C=CC=CC9)[P](C=1C=CC=CC1)(C=1C=CC=CC1)C=1C=CC=CC1 (Pd(PPh3)4). Solvent: CC(=O)N(C)C (DMA). Reaction conditions: temperature 150 celsius. Yields the product O1CCN(CC1)C=1C2=C(N=C(N1)C1=CN=CS1)C=C(S2)CN2CCN(CC2)S(=O)(=O)C (4-morpholino-6-((4-N-methylsulfonylpiperazin-1-yl)methyl)-2-(thiazol-5-yl)thieno[3,2-d]pyrimidine). Yield: 50.0%. Reaction SMILES: Cl[C:2]1[N:3]=[C:4]([N:22]2[CH2:27][CH2:26][O:25][CH2:24][CH2:23]2)[C:5]2[S:10][C:9]([CH2:11][N:12]3[CH2:17][CH2:16][N:15]([S:18]([CH3:21])(=[O:20])=[O:19])[CH2:14][CH2:13]3)=[CH:8][C:6]=2[N:7]=1.C([Sn](CCCC)(CCCC)[C:33]1[S:37][CH:36]=[N:35][CH:34]=1)CCC>CC(N(C)C)=O.C1C=CC([P]([Pd]([P](C2C=CC=CC=2)(C2C=CC=CC=2)C2C=CC=CC=2)([P](C2C=CC=CC=2)(C2C=CC=CC=2)C2C=CC=CC=2)[P](C2C=CC=CC=2)(C2C=CC=CC=2)C2C=CC=CC=2)(C2C=CC=CC=2)C2C=CC=CC=2)=CC=1>[O:25]1[CH2:26][CH2:27][N:22]([C:4]2[C:5]3[S:10][C:9]([CH2:11][N:12]4[CH2:17][CH2:16][N:15]([S:18]([CH3:21])(=[O:20])=[O:19])[CH2:14][CH2:13]4)=[CH:8][C:6]=3[N:7]=[C:2]([C:33]3[S:37][CH:36]=[N:35][CH:34]=3)[N:3]=2)[CH2:23][CH2:24]1 |^1:55,57,76,95|. Procedure: A suspension of 2-chloro-6-(4-methanesulfonyl-piperazin-1-ylmethyl)-4-morpholin-4-yl-thieno[3,2-d]pyrimidine, prepared via General Procedure B-3, (144 mg, 0.33 mmol), 5-tributylstannanyl-thiazole (187 mg, 0.5 mmol), and Pd(PPh3)4 (19 mg, 0.017 mmol) in anhydrous DMA was heated in a microwave at 150° C. for 10 mins. The crude reaction was loaded onto a preconditioned SCX cartridge, washing the cartridge with methanol and dichloromethane before eluting with 7N ammonia in methanol to give crude mat... Reactants: NC1=C(C=CC=C1)S(=O)(=O)NC=1C=CC(=C2C=CC=NC12)OC (2-amino-N-(5-methoxyquinolin-8-yl)-benzenesulfonamide), N(=O)OC(C)(C)C (tert-butyl nitrite), NC1=C(C=CC=C1)S(=O)(=O)NC=1C=CC(=C2C=CC=NC12)OC (2-amino-N-(5-methoxyquinolin-8-yl)-benzenesulfonamide), C(C)(=O)O (acetic acid). Product: COC=1C=C2C3=CC=CC=C3S(NC2=C2N=CC=CC12)(=O)=O (12-Methoxy-5H-6-thia-4,5-diaza-chrysene 6,6-dioxide). Yield: 13.1%. Reaction SMILES: N[C:2]1[CH:7]=[CH:6][CH:5]=[CH:4][C:3]=1[S:8]([NH:11][C:12]1[CH:13]=[CH:14][C:15]([O:22][CH3:23])=[C:16]2[C:21]=1[N:20]=[CH:19][CH:18]=[CH:17]2)(=[O:10])=[O:9].C(O)(=O)C.N(OC(C)(C)C)=O>>[CH3:23][O:22][C:15]1[CH:14]=[C:13]2[C:12](=[C:21]3[C:16]=1[CH:17]=[CH:18][CH:19]=[N:20]3)[NH:11][S:8](=[O:10])(=[O:9])[C:3]1[C:2]2=[CH:7][CH:6]=[CH:5][CH:4]=1. Procedure details: In a similar fashion using route 16 general procedure 31, 2-amino-N-(5-methoxyquinolin-8-yl)-benzenesulfonamide (Intermediate 177) (200 mg, 0.61 mmol), acetic acid (36 mg, 0.61 mmol), tert-butyl nitrite (93 mg, 0.91 mmol) gave the title compound (25 mg, 13%) after purification by column chromatography using silica basified by TEA with DCM/MeOH (1:0-499:1) as the eluent. Reactants: CC(C)C(=O)Cl, O, Nc1ccc2cc(-c3ccccc3)[nH]c2c1, c1ccncc1. The product is CC(C)C(=O)Nc1ccc2cc(-c3ccccc3)[nH]c2c1. Reaction SMILES: [C:17]([CH:18]([CH3:19])[CH3:20])(=[O:21])[Cl:22].[OH2:23].[c:1]1(-[c:7]2[nH:8][c:9]3[cH:10][c:11]([NH2:16])[cH:12][cH:13][c:14]3[cH:15]2)[cH:2][cH:3][cH:4][cH:5][cH:6]1.[cH:24]1[cH:25][cH:26][n:27][cH:28][cH:29]1>>[c:1]1(-[c:7]2[nH:8][c:9]3[cH:10][c:11]([NH:16][C:17]([CH:18]([CH3:19])[CH3:20])=[O:21])[cH:12][cH:13][c:14]3[cH:15]2)[cH:2][cH:3][cH:4][cH:5][cH:6]1. The reactants are COC=1C=C(C(=O)OC)C=C2C1OCO2 (methyl 3-methoxy-4,5-methylenedioxybenzoate), aqueous solution, [OH-].[Li+] (lithium hydroxide). The solvent is O1CCCC1 (tetrahydrofuran). Conditions: time 4 hour. Product: COC=1C=C(C(=O)O)C=C2C1OCO2 (3-Methoxy-4,5-methylenedioxybenzoic acid). As a reaction SMILES: [CH3:1][O:2][C:3]1[CH:4]=[C:5]([CH:10]=[C:11]2[O:15][CH2:14][O:13][C:12]=12)[C:6]([O:8]C)=[O:7].[OH-].[Li+]>O1CCCC1>[CH3:1][O:2][C:3]1[CH:4]=[C:5]([CH:10]=[C:11]2[O:15][CH2:14][O:13][C:12]=12)[C:6]([OH:8])=[O:7] |f:1.2|. Reported procedure: Combine methyl 3-methoxy-4,5-methylenedioxybenzoate (0.84 g, 4.0 mmol) and tetrahydrofuran (25 mL). Add a 1 M aqueous solution of lithium hydroxide (8.0 mL, 8.0 mmol). Heat to reflux. After 4 hours, cool the reaction, concentrate in vacuo to remove most of the tetrahydrofuran. Extract with ethyl acetate. Cool in a ice bath and acidify the aqueous layer with a 6 M aqueous hydrochloric acid solution to give a solid. collect the solid by filtration and dry to give the title compound.